From a dataset of the Open Reaction Database (ORD), a public repository of structured organic reaction records. describe an organic reaction: reactants, conditions, products, and yield Reactants: CC1=C(C(=CC=C1)C)O (2,6-dimethylphenol), 2L, Cl (HCl), [N+](=O)([O-])C1=CC=C(C(=O)Cl)C=C1 (p-nitrobenzoyl chloride), [Al+3].[Cl-].[Cl-].[Cl-] (AlCl3). Run in [N+](=O)([O-])C1=CC=CC=C1 (nitrobenzene), [N+](=O)([O-])C1=CC=CC=C1 (nitrobenzene). Run at time 16 hour. Product: CC=1C=C(C(=O)C2=CC=C(C=C2)[N+](=O)[O-])C=C(C1O)C (3,5-dimethyl-4-hydroxy-4'-nitrobenzophenone). The yield is 33.3%. Reaction SMILES: [N+:1]([C:4]1[CH:12]=[CH:11][C:7]([C:8](Cl)=[O:9])=[CH:6][CH:5]=1)([O-:3])=[O:2].[Al+3].[Cl-].[Cl-].[Cl-].[CH3:17][C:18]1[CH:23]=[CH:22][CH:21]=[C:20]([CH3:24])[C:19]=1[OH:25].Cl>[N+](C1C=CC=CC=1)([O-])=O>[CH3:17][C:18]1[CH:23]=[C:22]([CH:21]=[C:20]([CH3:24])[C:19]=1[OH:25])[C:8]([C:7]1[CH:11]=[CH:12][C:4]([N+:1]([O-:3])=[O:2])=[CH:5][CH:6]=1)=[O:9] |f:1.2.3.4|. Procedure: To a stirring solution of p-nitrobenzoyl chloride (76.1 g, 0.410 mol) in 250 mL nitrobenzene were added 82 g of AlCl3 (0.62mol). To this mixture a solution of 50 grams of 2,6-dimethylphenol (0.41 mole) in 250 mL nitrobenzene was added dropwise over a period of 45 minutes, and the resulting mixture was stirred 16 hours at room temperature. The reaction was poured into 2L of 3% HCl and ice and extracted 3×1L with Et2O (i.e., three times with 1L each time of diethyl ether). The combined ethereal la... Reactants: C(C)(C)(C)C1=C(C=CC=C1)N1CCN(CC1)C(C(=O)NCC(=O)OCC1=CC=CC=C1)=O (benzyl N-{[4-(2-tert-butylphenyl)piperazin-1-yl](oxo)acetyl}glycinate). The reagents and catalysts are [OH-].[Pd+2].[OH-] (palladium hydroxide). The solvent is C(C)(=O)OCC (ethyl acetate). Conditions: time 3 hour. Yields the product C(C)(C)(C)C1=C(C=CC=C1)N1CCN(CC1)C(C(=O)NCC(=O)O)=O (N-{[4-(2-tert-butylphenyl)piperazin-1-yl](oxo)acetyl}glycine). Yield: 98.2%. As a reaction SMILES: [C:1]([C:5]1[CH:10]=[CH:9][CH:8]=[CH:7][C:6]=1[N:11]1[CH2:16][CH2:15][N:14]([C:17](=[O:32])[C:18]([NH:20][CH2:21][C:22]([O:24]CC2C=CC=CC=2)=[O:23])=[O:19])[CH2:13][CH2:12]1)([CH3:4])([CH3:3])[CH3:2]>C(OCC)(=O)C.[OH-].[Pd+2].[OH-]>[C:1]([C:5]1[CH:10]=[CH:9][CH:8]=[CH:7][C:6]=1[N:11]1[CH2:12][CH2:13][N:14]([C:17](=[O:32])[C:18]([NH:20][CH2:21][C:22]([OH:24])=[O:23])=[O:19])[CH2:15][CH2:16]1)([CH3:4])([CH3:2])[CH3:3] |f:2.3.4|. Reported procedure: A suspension of benzyl N-{[4-(2-tert-butylphenyl)piperazin-1-yl](oxo)acetyl}glycinate (Example 86, 350 mg, 0.80 mmol) and palladium hydroxide (20% on carbon, wetted with ca. 50% water, 30 mg) in ethyl acetate (25 mL) was stirred under hydrogen atmosphere at room temperature for 3 h. The reaction mixture was filtered and the filtrate was concentrated under reduced pressure to provide N-{[4-(2-tert-butylphenyl)piperazin-1-yl](oxo)acetyl}glycine (0.273 g, 98%) as a white solid. Reaction SMILES: [CH3:1][S:2]([O:5][CH2:6][CH2:7][CH:8]([C:28]1[CH:33]=[CH:32][C:31]([Cl:34])=[C:30]([Cl:35])[CH:29]=1)[CH2:9][N:10]1[CH:14]=[CH:13][N:12]=[C:11]1[C:15](=[O:27])[C:16]1[CH:21]=[CH:20][C:19]([F:22])=[C:18]([C:23]([F:26])([F:25])[F:24])[CH:17]=1)(=[O:4])=[O:3].[CH:36]1([C:42]23[CH2:49][CH2:48][N:45]([CH2:46][CH2:47]2)[CH2:44][CH2:43]3)[CH2:41][CH2:40][CH2:39][CH2:38][CH2:37]1>C(#N)C>[CH3:1][S:2]([O-:5])(=[O:4])=[O:3].[CH:36]1([C:42]23[CH2:49][CH2:48][N+:45]([CH2:6][CH2:7][CH:8]([C:28]4[CH:33]=[CH:32][C:31]([Cl:34])=[C:30]([Cl:35])[CH:29]=4)[CH2:9][N:10]4[CH:14]=[CH:13][N:12]=[C:11]4[C:15](=[O:27])[C:16]4[CH:21]=[CH:20][C:19]([F:22])=[C:18]([C:23]([F:24])([F:26])[F:25])[CH:17]=4)([CH2:44][CH2:43]2)[CH2:46][CH2:47]3)[CH2:37][CH2:38][CH2:39][CH2:40][CH2:41]1 |f:3.4|. Procedure details: 1-Methanesulphonyloxy-3-(3,4-dichlorophenyl)-4-[2-(3-trifluoromethyl-4-fluorobenzoyl)imidazol-1-yl]butane (0.77 g) (see Preparation 80) and 4-cyclohexylquinuclidine (0.31 g) (see Preparation 1) were dissolved in acetonitrile (10 ml) and heated under reflux for 5 hours. The solvent was removed under reduced pressure, the resulting residue dissolved in dichloromethane and the solvent removed under reduced pressure. The residue was chromatographed on silica gel eluting with a solvent gradient of 95... The product is CS(=O)(=O)[O-].C1(CCCCC1)C12CC[N+](CC1)(CC2)CCC(CN2C(=NC=C2)C(C2=CC(=C(C=C2)F)C(F)(F)F)=O)C2=CC(=C(C=C2)Cl)Cl (4-cyclohexyl-1-(3-[3,4-dichlorophenyl]-4-[2-(3-trifluoromethyl-4-fluorobenzoyl)imidazol-1-yl]butyl)quinuclidinium methanesulphonate). Starting materials: CS(=O)(=O)OCCC(CN1C(=NC=C1)C(C1=CC(=C(C=C1)F)C(F)(F)F)=O)C1=CC(=C(C=C1)Cl)Cl (1-Methanesulphonyloxy-3-(3,4-dichlorophenyl)-4-[2-(3-trifluoromethyl-4-fluorobenzoyl)imidazol-1-yl]butane), C1(CCCCC1)C12CCN(CC1)CC2 (4-cyclohexylquinuclidine). Solvent: C(C)#N (acetonitrile). The yield is 66.4%. Reactants: C(C1=CC=CC=C1)=O (benzaldehyde), N1C[C@@H](C(=O)OCC)CCC1 ((S)-ethyl nipecotate), C(#N)[BH3-].[Na+] (sodium cyanoborohydride). The solvent is ClCCl (dichloromethane), CO (methanol). Reaction conditions: time 23 hour. Yields the product C(C1=CC=CC=C1)N1C[C@H](CCC1)C(=O)OCC ((S)-ethyl 1-benzyl-3-piperidinecarboxylate). Yield: 39.5%. Reaction SMILES: [NH:1]1[CH2:11][CH2:10][CH2:9][C@H:3]([C:4]([O:6][CH2:7][CH3:8])=[O:5])[CH2:2]1.[CH:12](=O)[C:13]1[CH:18]=[CH:17][CH:16]=[CH:15][CH:14]=1.C([BH3-])#N.[Na+]>CO.ClCCl>[CH2:12]([N:1]1[CH2:11][CH2:10][CH2:9][C@H:3]([C:4]([O:6][CH2:7][CH3:8])=[O:5])[CH2:2]1)[C:13]1[CH:18]=[CH:17][CH:16]=[CH:15][CH:14]=1 |f:2.3|. Procedure details: (S)-ethyl nipecotate (309.1 mg; 1.97 mmol) was dissolved in anhydrous methanol (8 ml) and commercially available benzaldehyde (200 μl; 1.97 mmol) was added, followed by sodium cyanoborohydride (234 mg; 3.72 mmol). This mixture was allowed to stir at ambient temperature for 23 hours and was then diluted with dichloromethane. The dichloromethane was washed with water, then washed with saturated sodium chloride solution, dried with anhydrous potassium carbonate, and evaporated under reduced pressur... RXN SMILES: [NH2:1][O:2][C@@H:3]1[C@@H:7]([CH2:8][OH:9])[O:6][C@@:5]([Si](C(C)(C)C)(C)C)([N:10]2[CH:18]=[C:16]([CH3:17])[C:14](=[O:15])[NH:13][C:11]2=[O:12])[CH2:4]1.[N+](CCCC)(CCCC)(CCCC)CCCC.[F-].C1COCC1>>[NH2:1][O:2][C@@H:3]1[C@@H:7]([CH2:8][OH:9])[O:6][C@@H:5]([N:10]2[CH:18]=[C:16]([CH3:17])[C:14](=[O:15])[NH:13][C:11]2=[O:12])[CH2:4]1 |f:1.2.3|. Product: NO[C@H]1C[C@@H](O[C@@H]1CO)N1C(=O)NC(=O)C(C)=C1 (3'-O-Aminothymidine). Reactants: NO[C@H]1C[C@@](O[C@@H]1CO)(N1C(=O)NC(=O)C(C)=C1)[Si](C)(C)C(C)(C)C (3'-O-Amino-(t-butyldimethylsilyl)thymidine), [N+](CCCC)(CCCC)(CCCC)CCCC.[F-].C1CCOC1 ((Bu)4NF THF). Procedure details: 3'-O-Amino-(t-butyldimethylsilyl)thymidine was deblocked with (Bu)4NF/THF in standard way to furnish compound 4 (72%). Crystallized from ether/hexanes/ethanol as fine needles, mp 81° C. 1H NMR (Me2SO-d6) δ1.78 (s, 3, CH3), 2.17 and 2.45 (2m, 2, 2'CH2), 3.70 (m, 2, 5'CH2), 3.88 (m, 1, 4'H), 4.16 (m, 1, 3'H), 4.8 (br s, 1, 5'OH), 6.05 (dd, 1, 1'HM), 6.2 (br s, 2 NH2), 7.48 (s, 1, C6H), and 11.24 (br s, 1, NH). Yield: 72.0%.